Dataset: the Open Reaction Database (ORD), a public repository of structured organic reaction records. Task: describe an organic reaction: reactants, conditions, products, and yield Reactants: CC(C)(C)OC(=O)N1CC(=O)C1, CCc1nc2ccccc2n1-c1nc(N2CCOCC2)c2ncn(C)c2n1, C1CCOC1, CN(C)CCN(C)C, [Li]CCCC. The product is CCc1nc2ccccc2n1-c1nc(N2CCOCC2)c2nc(C3(O)CN(C(=O)OC(C)(C)C)C3)n(C)c2n1. RXN SMILES: [C:41]([CH3:42])([CH3:43])([CH3:44])[O:45][C:46](=[O:47])[N:48]1[CH2:49][C:50](=[O:52])[CH2:51]1.[CH2:1]([CH3:2])[c:3]1[n:4][c:5]2[c:6]([n:7]1-[c:8]1[n:9][c:10]([N:18]3[CH2:19][CH2:20][O:21][CH2:22][CH2:23]3)[c:11]3[n:12][cH:13][n:14]([CH3:17])[c:15]3[n:16]1)[cH:24][cH:25][cH:26][cH:27]2.[CH2:53]1[O:54][CH2:55][CH2:56][CH2:57]1.[CH3:28][N:29]([CH3:30])[CH2:31][CH2:32][N:33]([CH3:34])[CH3:35].[CH3:36][CH2:37][CH2:38][CH2:39][Li:40]>>[CH2:1]([CH3:2])[c:3]1[n:4][c:5]2[c:6]([n:7]1-[c:8]1[n:9][c:10]([N:18]3[CH2:19][CH2:20][O:21][CH2:22][CH2:23]3)[c:11]3[n:12][c:13]([C:50]4([OH:52])[CH2:49][N:48]([C:46]([O:45][C:41]([CH3:42])([CH3:43])[CH3:44])=[O:47])[CH2:51]4)[n:14]([CH3:17])[c:15]3[n:16]1)[cH:24][cH:25][cH:26][cH:27]2. Reported procedure: In the same manner as in Example 28, methyl 4-thiocarbamoylbenzoate was reacted with 4-bromoacetylpyridine hydrobromide to obtain methyl 4-[4-(4-pyridyl)-2-thiazolyl]benzoate hydrobromide. The product was recrystallized from ethanol. Yield: 66%. Pale yellow prisms. Melting point: 238 to 240° C. The product is Br.N1=CC=C(C=C1)C=1N=C(SC1)C1=CC=C(C(=O)OC)C=C1 (methyl 4-[4-(4-pyridyl)-2-thiazolyl]benzoate hydrobromide). Isolated yield 66.0%. As a reaction SMILES: [C:1]([C:4]1[CH:13]=[CH:12][C:7]([C:8]([O:10][CH3:11])=[O:9])=[CH:6][CH:5]=1)(=[S:3])[NH2:2].Br.[Br:15][CH2:16][C:17]([C:19]1[CH:24]=[CH:23][N:22]=[CH:21][CH:20]=1)=O>>[BrH:15].[N:22]1[CH:23]=[CH:24][C:19]([C:17]2[N:2]=[C:1]([C:4]3[CH:13]=[CH:12][C:7]([C:8]([O:10][CH3:11])=[O:9])=[CH:6][CH:5]=3)[S:3][CH:16]=2)=[CH:20][CH:21]=1 |f:1.2,3.4|. Starting materials: C(N)(=S)C1=CC=C(C(=O)OC)C=C1 (methyl 4-thiocarbamoylbenzoate), Br.BrCC(=O)C1=CC=NC=C1 (4-bromoacetylpyridine hydrobromide). The reactants are FC(C1CC(=O)OC(C1)=O)(F)F (3-(trifluoromethyl)glutaric anhydride), ClCl (Cl2), ClC1=CC(=C(N)C=C1OCC#C)F (4-chloro-2-fluoro-5-propargyloxyaniline), ClCl (Cl2). The solvent is C(Cl)Cl (methylene chloride). Reaction SMILES: [F:1][C:2]([F:12])([F:11])[CH:3]1[CH2:9][C:8](=[O:10])[O:7][C:5](=[O:6])[CH2:4]1.ClCl.[Cl:15][C:16]1[C:22]([O:23][CH2:24][C:25]#[CH:26])=[CH:21][C:19]([NH2:20])=[C:18]([F:27])[CH:17]=1>C(Cl)Cl>[Cl:15][C:16]1[C:22]([O:23][CH2:24][C:25]#[CH:26])=[CH:21][C:19]([NH:20][C:8](=[O:10])[CH2:9][CH:3]([C:2]([F:1])([F:12])[F:11])[CH2:4][C:5]([OH:7])=[O:6])=[C:18]([F:27])[CH:17]=1. The product is ClC1=CC(=C(C=C1OCC#C)NC(CC(CC(=O)O)C(F)(F)F)=O)F (N-(4'-chloro-2'-fluoro-5'-propargyloxyphenyl)-3-(trifluoromethyl)glutaramic acid). Procedure details: Into a 1 liter three-necked round-bottomed flask equipped with overhead stirrer, dropping funnel, thermometer and nitrogen (N2) inlet were placed 3-(trifluoromethyl)glutaric anhydride (18.2 g, 0.100 tool) and methylene chloride (CH2 -Cl2) (250 ml). The mixture was stirred to homogeneity and a solution of 4-chloro-2-fluoro-5-propargyloxyaniline (19.9 g, 0.100 mol) in CH2 -Cl2 (50 ml) was added dropwise over 10 minutes to give a clear solution. The mixture was stirred overnight at ambient temperat... The reactants are O=C1N(C(C2=CC=CC=C12)=O)CCCN1N=NC(=C1)C=O (1-(3-(1,3-dioxoisoindolin-2-yl)propyl)-1H-1,2,3-triazole-4-carbaldehyde), CN(C1CCCC=2C=CC=NC12)CC#C (N-methyl-N-(prop-2-ynyl)-5,6,7,8-tetrahydroquinolin-8-amine), C(C)(=O)O[BH-](OC(C)=O)OC(C)=O.[Na+] (sodium triacetoxyborohydride), CN(C1CCCC=2C=CC=NC12)CC=1N=NN(C1)CCCN1C(C2=CC=CC=C2C1=O)=O (2-(3-(4-((methyl(5,6,7,8-tetrahydroquinolin-8-yl)amino)-methyl)-1H-1,2,3-triazol-1-yl)propyl)isoindoline-1,3-dione), C([O-])(O)=O.[Na+] (sodium bicarbonate), CN(C1CCCC=2C=CC=NC12)CC=1N=NN(C1)CCCN1C(C2=CC=CC=C2C1=O)=O (AH). Reagents/catalysts: C(C)(=O)O (acetic acid). Solvent: ClCCCl (1,2-dichloroethane). Reaction conditions: time 24 hour. Yields the product N(=[N+]=[N-])CCCN1C(C2=CC=CC=C2C1=O)=O (2-(3-azidopropyl)isoindoline-1,3-dione). The yield is 80.0%. Reaction SMILES: CN(CC1[N:15]=[N:16][N:17]([CH2:19][CH2:20][CH2:21][N:22]2[C:30](=[O:31])[C:29]3[C:24](=[CH:25][CH:26]=[CH:27][CH:28]=3)[C:23]2=[O:32])C=1)C1C2N=CC=CC=2CCC1.O=C1C2C(=CC=CC=2)C(=O)N1CCCN1C=C(C=O)N=N1.CN(CC#C)C1C2N=CC=CC=2CCC1.C(O[BH-](OC(=O)C)OC(=O)C)(=O)C.[Na+].C(=O)(O)[O-].[Na+]>C(O)(=O)C.ClCCCl>[N:17]([CH2:19][CH2:20][CH2:21][N:22]1[C:30](=[O:31])[C:29]2[C:24](=[CH:25][CH:26]=[CH:27][CH:28]=2)[C:23]1=[O:32])=[N+:16]=[N-:15] |f:3.4,5.6|. Procedure details: A heavy-walled Pyrex tube was charged with a suspension of N-(3-bromopropyl)phthalimide (1.00 g, 3.72 mmol) and sodium azide (0.32 g, 4.84 mmol) in H2O (2 mL). The tube containing the resulting mixture was sealed with an aluminum crimp cap fitted with a silicon septum and then it was exposed to microwave irradiation for 30 min at a temperature of 120° C. After the irradiation, the reaction tube was cooled with high-pressure air until the temperature had fallen below 40° C. The product was extrac...